From a dataset of the Open Reaction Database (ORD), a public repository of structured organic reaction records. describe an organic reaction: reactants, conditions, products, and yield Reactants: C1CCOC1, O=c1ccc(Cl)nn1CCCN1CCC(CO)CC1, [H-], Nc1c(Cl)cc(C(=O)n2ccnc2)c2c1CCO2, [Na+], c1c[nH]cn1. Yields the product Nc1c(Cl)cc(C(=O)OCC2CCN(CCCn3nc(Cl)ccc3=O)CC2)c2c1CCO2. Reaction SMILES: [CH2:45]1[O:46][CH2:47][CH2:48][CH2:49]1.[Cl:6][c:7]1[cH:8][cH:9][c:10](=[O:24])[n:11]([CH2:13][CH2:14][CH2:15][N:16]2[CH2:17][CH2:18][CH:19]([CH2:22][OH:23])[CH2:20][CH2:21]2)[n:12]1.[H-:26].[NH2:27][c:28]1[c:29]([Cl:44])[cH:30][c:31]([C:37](=[O:38])[n:39]2[cH:40][cH:41][n:42][cH:43]2)[c:32]2[c:33]1[CH2:34][CH2:35][O:36]2.[Na+:25].[nH:1]1[cH:2][cH:3][n:4][cH:5]1>>[Cl:6][c:7]1[cH:8][cH:9][c:10](=[O:24])[n:11]([CH2:13][CH2:14][CH2:15][N:16]2[CH2:17][CH2:18][CH:19]([CH2:22][O:23][C:37]([c:31]3[cH:30][c:29]([Cl:44])[c:28]([NH2:27])[c:33]4[c:32]3[O:36][CH2:35][CH2:34]4)=[O:38])[CH2:20][CH2:21]2)[n:12]1. Starting materials: OC1=C2C(=NC=N1)NN=C2 (4-hydroxypyrazolo[3,4-d]pyrimidine), P(=O)(Cl)(Cl)Cl (phosphorus oxichloride), NC1CC2=CC=CC=C2C1 (2-aminoindan). The reagents and catalysts are CN(C1=CC=CC=C1)C (dimethylaniline). The product is C1C(CC2=CC=CC=C12)NC1=C2C(=NC=N1)NN=C2 (4-(2-indanylamino)pyrazolo[3,4-d]pyrimidine). Yield: 56.0%. Reaction SMILES: O[C:2]1[N:7]=[CH:6][N:5]=[C:4]2[NH:8][N:9]=[CH:10][C:3]=12.P(Cl)(Cl)(Cl)=O.[NH2:16][CH:17]1[CH2:25][C:24]2[C:19](=[CH:20][CH:21]=[CH:22][CH:23]=2)[CH2:18]1>CN(C)C1C=CC=CC=1>[CH2:18]1[C:19]2[C:24](=[CH:23][CH:22]=[CH:21][CH:20]=2)[CH2:25][CH:17]1[NH:16][C:2]1[N:7]=[CH:6][N:5]=[C:4]2[NH:8][N:9]=[CH:10][C:3]=12. Procedure: Using 4-hydroxypyrazolo[3,4-d]pyrimidine (140 mg, 1.0 mmol), phosphorus oxichloride (3.0 ml), and dimethylaniline (0.39 ml, 3.1 μmol), and then 2-aminoindan (400 mg, 3.0 mmol), a similar procedure to Preparation Example 5 was carried out. The product obtained was purified by silica gel chromatography (hexane:ethyl acetate=5:2) to obtain the title compound (150 mg, 0.56 mmol) having the following physical properties: Isolated yield 97.6%. RXN SMILES: [H-].[Na+].[OH:3][C:4]1[CH:11]=[CH:10][C:7]([CH:8]=[O:9])=[CH:6][CH:5]=1.[CH2:12]([O:19][C:20]1[C:21]([CH3:35])=[C:22]2[C:27](=[C:28]([CH3:31])[C:29]=1[CH3:30])[O:26][C:25]([CH2:33]I)([CH3:32])[CH2:24][CH2:23]2)[C:13]1[CH:18]=[CH:17][CH:16]=[CH:15][CH:14]=1>CN(C)C=O>[CH2:12]([O:19][C:20]1[C:21]([CH3:35])=[C:22]2[C:27](=[C:28]([CH3:31])[C:29]=1[CH3:30])[O:26][C:25]([CH2:32][O:3][C:4]1[CH:11]=[CH:10][C:7]([CH:8]=[O:9])=[CH:6][CH:5]=1)([CH3:33])[CH2:24][CH2:23]2)[C:13]1[CH:14]=[CH:15][CH:16]=[CH:17][CH:18]=1 |f:0.1|. The product is C(C1=CC=CC=C1)OC=1C(=C2CCC(OC2=C(C1C)C)(C)COC1=CC=C(C=C1)C=O)C (6-Benzyloxy-2-[(4-formylphenyl)oxymethyl]-2,5,7,8-tetramethylchroman). The solvent is CN(C=O)C (dimethylformamide), CN(C=O)C (dimethylformamide), CN(C=O)C (dimethylformamide). Reactants: OC1=CC=C(C=O)C=C1 (p-hydroxybenzaldehyde), [H-].[Na+] (sodium hydride), C(C1=CC=CC=C1)OC=1C(=C2CCC(OC2=C(C1C)C)(C)CI)C (6-benzyloxy-2-iodomethyl-2,5,7,8-tetramethylchroman). Reported procedure: A mixture of 1.63 g of sodium hydride (as a 55% w/w dispersion in mineral oil) and 20 ml of dimethylformamide was cooled in an atmosphere of nitrogen; to the cooled solution were then added dropwise a mixture of 4.58 g of p-hydroxybenzaldehyde and 30 ml of dimethylformamide, whilst ice-cooling. 10.9 g of 6-benzyloxy-2-iodomethyl-2,5,7,8-tetramethylchroman (prepared as described in Preparation 2) and 50 ml of dimethylformamide were then added to the resulting solution, and the resulting mixture w... As a reaction SMILES: [Si:1]([O:18][CH2:19]C1N=CC=C(Cl)N=1)([C:14]([CH3:17])([CH3:16])[CH3:15])([C:8]1[CH:13]=[CH:12][CH:11]=[CH:10][CH:9]=1)[C:2]1[CH:7]=[CH:6][CH:5]=[CH:4][CH:3]=1.[N:27]12[CH2:34][CH2:33][N:30](C[CH2:32]1)CC2.[C:35](#[N:37])[CH3:36]>[C-]#N.C([N+](CC)(CC)CC)C>[Si:1]([O:18][CH2:19][C:35]1[N:37]=[CH:32][N:27]=[C:34]([C:33]#[N:30])[CH:36]=1)([C:14]([CH3:15])([CH3:16])[CH3:17])([C:8]1[CH:9]=[CH:10][CH:11]=[CH:12][CH:13]=1)[C:2]1[CH:7]=[CH:6][CH:5]=[CH:4][CH:3]=1 |f:3.4|. The product is [Si](C1=CC=CC=C1)(C1=CC=CC=C1)(C(C)(C)C)OCC1=CC(=NC=N1)C#N (6-(((tert-butyldiphenylsilyl)oxy)methyl)pyrimidine-4-carbonitrile). Procedure details: Under a nitrogen atmosphere, to a solution of (((tert-butyldiphenylsilyl)oxy)methyl)-6-chloropyrimidine (18.6 g) and 1,4-diazabicyclo[2.2.2]octane (8.18 g) in acetonitrile (97 mL) was added tetraethylammonium cyanide (7.59 g) at room temperature, and the mixture was stirred at 50° C. for 30 min. The solvent of the reaction mixture was evaporated under reduced pressure and the insoluble solid was removed by filtration. The solvent of the filtrate was evaporated under reduced pressure and the resi... Reactants: [Si](C1=CC=CC=C1)(C1=CC=CC=C1)(C(C)(C)C)OCC1=NC(=CC=N1)Cl ((((tert-butyldiphenylsilyl)oxy)methyl)-6-chloropyrimidine), N12CCN(CC1)CC2 (1,4-diazabicyclo[2.2.2]octane), C(C)#N (acetonitrile). Reagents/catalysts: [C-]#N.C(C)[N+](CC)(CC)CC (tetraethylammonium cyanide). Run at temperature 50 celsius, time 30 minute. Starting materials: solution, BrCC(=O)OC (methyl 2-bromoacetate), Cl (HCl), CC=1NC2=CC(=CC=C2C1)C (2,6-dimethyl-1H-indole), solution, C(CCC)[Li] (n-butyl lithium). Reagents/catalysts: [Cl-].[Cl-].[Zn+2] (ZnCl2). Run in CCOCC (ether), CCOC(=O)C (EtOAc), C1CCOC1 (THF), CCCCCC (hexane). Run at time 0.25 hour. Product: COC(CC1=C(NC2=CC(=CC=C12)C)C)=O (2,6-dimethyl-1H-indole-3-acetic acid methyl ester). The yield is 73.0%. RXN SMILES: [CH3:1][C:2]1[NH:3][C:4]2[C:9]([CH:10]=1)=[CH:8][CH:7]=[C:6]([CH3:11])[CH:5]=2.C([Li])CCC.Br[CH2:18][C:19]([O:21][CH3:22])=[O:20].Cl>C1COCC1.CCCCCC.CCOCC.[Cl-].[Cl-].[Zn+2].CCOC(C)=O>[CH3:22][O:21][C:19](=[O:20])[CH2:18][C:10]1[C:9]2[C:4](=[CH:5][C:6]([CH3:11])=[CH:7][CH:8]=2)[NH:3][C:2]=1[CH3:1] |f:7.8.9|. Procedure: To a cooled solution of 2.9 g (0.02 mol) of 2,6-dimethyl-1H-indole in 40 ml of THF was added 12.5 mL (0.02 mol) of a 1.6M solution of n-butyl lithium in hexane keeping the temperature below 10° C. with an ice-ethanol bath. After 0.25 hours, 20.0 ml (0.0277 mol) of a 1M solution of ZnCl2 in ether was added. The cooling bath was removed and the mixture stirred for 2 hours, then concentrated at reduced pressure to a wax which was dissolved in 40 ml of toluene. To this solution was added 1.89 ml (0....